This data is from the Open Reaction Database (ORD), a public repository of structured organic reaction records. The task is: describe an organic reaction: reactants, conditions, products, and yield Starting materials: C=CCOCC1CO1, CC(=O)O, CCO[SiH](C)OCC. Product: CCO[Si](C)(CCCOCC1CO1)OCC. As a reaction SMILES: [CH2:9]([CH:10]1[CH2:11][O:12]1)[O:13][CH2:14][CH:15]=[CH2:16].[CH3:17][C:18](=[O:19])[OH:20].[CH3:1][SiH:2]([O:3][CH2:4][CH3:5])[O:6][CH2:7][CH3:8]>>[CH3:1][Si:2]([O:3][CH2:4][CH3:5])([O:6][CH2:7][CH3:8])[CH2:16][CH2:15][CH2:14][O:13][CH2:9][CH:10]1[CH2:11][O:12]1. Reactants: OCc1ccccc1, CCOC(C)=O, Fc1cccc(F)n1, [H-], [Na+], C1CCOC1. Product: Fc1cccc(OCc2ccccc2)n1. Reaction SMILES: [CH2:1]([c:2]1[cH:3][cH:4][cH:5][cH:6][cH:7]1)[OH:8].[CH3:24][CH2:25][O:26][C:27](=[O:28])[CH3:29].[F:11][c:12]1[n:13][c:14]([F:18])[cH:15][cH:16][cH:17]1.[H-:9].[Na+:10].[O:19]1[CH2:20][CH2:21][CH2:22][CH2:23]1>>[CH2:1]([c:2]1[cH:3][cH:4][cH:5][cH:6][cH:7]1)[O:8][c:14]1[n:13][c:12]([F:11])[cH:17][cH:16][cH:15]1. Starting materials: O=C([O-])[O-], O=c1[nH]c(=O)c2c(ncn2Cc2ccccc2)[nH]1, CCCCI, CC(=O)O, [K+], [K+], CN(C)C=O. Yields the product CCCCn1c(=O)[nH]c(=O)c2c1ncn2Cc1ccccc1. Reaction SMILES: [C:19](=[O:20])([O-:21])[O-:22].[CH2:1]([c:2]1[cH:3][cH:4][cH:5][cH:6][cH:7]1)[n:8]1[cH:9][n:10][c:11]2[nH:12][c:13](=[O:18])[nH:14][c:15](=[O:17])[c:16]12.[CH2:25]([CH2:26][CH2:27][CH3:28])[I:29].[CH3:30][C:31](=[O:32])[OH:33].[K+:23].[K+:24].[O:34]=[CH:35][N:36]([CH3:37])[CH3:38]>>[CH2:1]([c:2]1[cH:3][cH:4][cH:5][cH:6][cH:7]1)[n:8]1[cH:9][n:10][c:11]2[n:12]([CH2:25][CH2:26][CH2:27][CH3:28])[c:13](=[O:18])[nH:14][c:15](=[O:17])[c:16]12. Starting materials: C([O-])([O-])=O.[Na+].[Na+] (sodium carbonate), tetrakis (triphenylphosphine)palladium (0), Cl.C1CCC2=CC(=CC=C12)NC1=NC=NC2=C(C(=CC=C12)C)I (N-(2,3-dihydro-1H-inden-5-yl)-8-iodo-7-methylquinazolin-4-amine hydrochloride), CNC1=NC2=CC=C(C=C2C=N1)B1OC(C(O1)(C)C)(C)C (N-methyl-6-(4,4,5,5-tetramethyl-1,3,2-dioxaborolan-2-yl)quinazolin-2-amine). Solvent: O1CCOCC1 (dioxane). Run at temperature 180 celsius. Product: C1CCC2=CC(=CC=C12)NC1=NC=NC2=C(C(=CC=C12)C)C=1C=C2C=NC(=NC2=CC1)NC (6-(4-(2,3-dihydro-1H-inden-5-ylamino)-7-methylquinazolin-8-yl)-N-methylquinazolin-2-amine). RXN SMILES: C(=O)([O-])[O-].[Na+].[Na+].Cl.[CH2:8]1[C:16]2[C:11](=[CH:12][C:13]([NH:17][C:18]3[C:27]4[C:22](=[C:23](I)[C:24]([CH3:28])=[CH:25][CH:26]=4)[N:21]=[CH:20][N:19]=3)=[CH:14][CH:15]=2)[CH2:10][CH2:9]1.[CH3:30][NH:31][C:32]1[N:41]=[CH:40][C:39]2[C:34](=[CH:35][CH:36]=[C:37](B3OC(C)(C)C(C)(C)O3)[CH:38]=2)[N:33]=1>O1CCOCC1>[CH2:8]1[C:16]2[C:11](=[CH:12][C:13]([NH:17][C:18]3[C:27]4[C:22](=[C:23]([C:37]5[CH:38]=[C:39]6[C:34](=[CH:35][CH:36]=5)[N:33]=[C:32]([NH:31][CH3:30])[N:41]=[CH:40]6)[C:24]([CH3:28])=[CH:25][CH:26]=4)[N:21]=[CH:20][N:19]=3)=[CH:14][CH:15]=2)[CH2:10][CH2:9]1 |f:0.1.2,3.4|. Reported procedure: 2 M Aqueous sodium carbonate (857 μl, 1.7 mmol), tetrakis (triphenylphosphine)palladium (0) (99 mg, 86 μmol), N-(2,3-dihydro-1H-inden-5-yl)-8-iodo-7-methylquinazolin-4-amine hydrochloride (250 mg, 571 μmol), N-methyl-6-(4,4,5,5-tetramethyl-1,3,2-dioxaborolan-2-yl)quinazolin-2-amine (326 mg, 1142 μmol) and dioxane (5 mL) were added to a microwave vial. The reaction mixture was heated in a microwave at 180° C. for 20 min. The solid residue was filtered off through Celite® and washed with methanol ... Starting materials: NCCN(C1CC1)CC=1C=C(C(=O)NC=2SC3=C(C2C(=O)NC2=CC=C(C=C2)CCC2=CC=C(C(=O)OC)C=C2)CCCC3)C=CC1 (methyl 4-(2-{4-[({2-[(3-{[(2-aminoethyl)(cyclopropyl)amino]methyl}benzoyl)amino]-4,5,6,7-tetrahydro-1-benzothiophen-3-yl}carbonyl)amino]phenyl}ethyl)benzoate), BrCC(=O)OCC (ethyl bromoacetate), C([O-])([O-])=O.[K+].[K+] (potassium carbonate), CN(C)C=O (DMF). Solvent: O (Water). Run at time 8 hour. The product is C1(CC1)N(CCNCC(=O)OCC)CC=1C=C(C(=O)NC=2SC3=C(C2C(=O)NC2=CC=C(C=C2)CCC2=CC=C(C(=O)OC)C=C2)CCCC3)C=CC1 (methyl 4-{2-[4-({[2-({3-[(cyclopropyl {2-[(2-ethoxy-2-oxoethyl)amino]ethyl}amino)methyl]benzoyl}amino)-4,5,6,7-tetrahydro-1-benzothiophen-3-yl]carbonyl}amino)phenyl]ethyl}benzoate). RXN SMILES: [NH2:1][CH2:2][CH2:3][N:4]([CH2:8][C:9]1[CH:10]=[C:11]([CH:45]=[CH:46][CH:47]=1)[C:12]([NH:14][C:15]1[S:16][C:17]2[CH2:44][CH2:43][CH2:42][CH2:41][C:18]=2[C:19]=1[C:20]([NH:22][C:23]1[CH:28]=[CH:27][C:26]([CH2:29][CH2:30][C:31]2[CH:40]=[CH:39][C:34]([C:35]([O:37][CH3:38])=[O:36])=[CH:33][CH:32]=2)=[CH:25][CH:24]=1)=[O:21])=[O:13])[CH:5]1[CH2:7][CH2:6]1.Br[CH2:49][C:50]([O:52][CH2:53][CH3:54])=[O:51].C(=O)([O-])[O-].[K+].[K+].CN(C=O)C>O>[CH:5]1([N:4]([CH2:8][C:9]2[CH:10]=[C:11]([CH:45]=[CH:46][CH:47]=2)[C:12]([NH:14][C:15]2[S:16][C:17]3[CH2:44][CH2:43][CH2:42][CH2:41][C:18]=3[C:19]=2[C:20]([NH:22][C:23]2[CH:28]=[CH:27][C:26]([CH2:29][CH2:30][C:31]3[CH:32]=[CH:33][C:34]([C:35]([O:37][CH3:38])=[O:36])=[CH:39][CH:40]=3)=[CH:25][CH:24]=2)=[O:21])=[O:13])[CH2:3][CH2:2][NH:1][CH2:49][C:50]([O:52][CH2:53][CH3:54])=[O:51])[CH2:7][CH2:6]1 |f:2.3.4|. Procedure details: A mixture of 1.0 g of methyl 4-(2-{4-[({2-[(3-{[(2-aminoethyl)(cyclopropyl)amino]methyl}benzoyl)amino]-4,5,6,7-tetrahydro-1-benzothiophen-3-yl}carbonyl)amino]phenyl}ethyl)benzoate, 0.20 mL of ethyl bromoacetate, 212 mg of potassium carbonate, and 20 mL of DMF was stirred overnight at room temperature. Water was added to the reaction mixture, followed by extraction with ethyl acetate. The organic layer was washed with saturated brine and then dried over anhydrous sodium sulfate, and the solvent w...